Dataset: the Open Reaction Database (ORD), a public repository of structured organic reaction records. Task: describe an organic reaction: reactants, conditions, products, and yield Reactants: CN(C)C=O, CCOCC, CCCCCC, Cl, CI, [KH], c1ccc(-c2nn3c(c2-c2ccnc4[nH]ccc24)CCC3)nc1. Product: Cn1ccc2c(-c3c(-c4ccccn4)nn4c3CCC4)ccnc21. Reaction SMILES: [CH3:28][N:29]([CH3:30])[CH:31]=[O:32].[CH3:33][CH2:34][O:35][CH2:36][CH3:37].[CH3:38][CH2:39][CH2:40][CH2:41][CH2:42][CH3:43].[ClH:27].[I:25][CH3:26].[KH:24].[n:1]1[c:2](-[c:7]2[c:8](-[c:15]3[c:16]4[c:17]([n:18][cH:19][cH:20]3)[nH:21][cH:22][cH:23]4)[c:9]3[n:10]([n:11]2)[CH2:12][CH2:13][CH2:14]3)[cH:3][cH:4][cH:5][cH:6]1>>[n:1]1[c:2](-[c:7]2[c:8](-[c:15]3[c:16]4[c:17]([n:18][cH:19][cH:20]3)[n:21]([CH3:26])[cH:22][cH:23]4)[c:9]3[n:10]([n:11]2)[CH2:12][CH2:13][CH2:14]3)[cH:3][cH:4][cH:5][cH:6]1.